From a dataset of the Open Reaction Database (ORD), a public repository of structured organic reaction records. describe an organic reaction: reactants, conditions, products, and yield The reactants are OC=1C=C(C=CC1)C1N(C(CC1)C1=CC(=CC=C1)OC)C(CNC(NC=1C=C(C(=O)OCC)C=CC1)=O)=O (ethyl (2RS,5SR)-3-{3-{2-[2-(3-hydroxyphenyl)-5-(3-methoxyphenyl)-1-pyrrolidinyl]-2-oxoethyl}ureido}benzoate). Solvent: CO (methanol). Yields the product OC=1C=C(C=CC1)[C@@H]1N([C@@H](CC1)C1=CC(=CC=C1)OC)C(CNC(NC=1C=C(C(=O)O)C=CC1)=O)=O ((2R*,5S*)-3-{3-{2-[2-(3-hydroxyphenyl)-5-(3-methoxy-phenyl)-1-pyrrolidinyl]-2-oxoethyl}ureido}benzoic acid). Yield: 58.7%. Reaction SMILES: [OH:1][C:2]1[CH:3]=[C:4]([CH:8]2[CH2:12][CH2:11][CH:10]([C:13]3[CH:18]=[CH:17][CH:16]=[C:15]([O:19][CH3:20])[CH:14]=3)[N:9]2[C:21](=[O:38])[CH2:22][NH:23][C:24](=[O:37])[NH:25][C:26]2[CH:27]=[C:28]([CH:34]=[CH:35][CH:36]=2)[C:29]([O:31]CC)=[O:30])[CH:5]=[CH:6][CH:7]=1>CO>[OH:1][C:2]1[CH:3]=[C:4]([C@H:8]2[CH2:12][CH2:11][C@@H:10]([C:13]3[CH:18]=[CH:17][CH:16]=[C:15]([O:19][CH3:20])[CH:14]=3)[N:9]2[C:21](=[O:38])[CH2:22][NH:23][C:24](=[O:37])[NH:25][C:26]2[CH:27]=[C:28]([CH:34]=[CH:35][CH:36]=2)[C:29]([OH:31])=[O:30])[CH:5]=[CH:6][CH:7]=1. Procedure: By proceeding in a fashion similar to that described in Example 9, but starting from 1.8 g of ethyl (2RS,5SR)-3-{3-{2-[2-(3-hydroxyphenyl)-5-(3-methoxyphenyl)-1-pyrrolidinyl]-2-oxoethyl}ureido}benzoate in solution in 30 cm3 of methanol and 0.29 g of potassium hydroxide in solution in 6 cm3 of water and after treatment and recrystallization in diethyl ether, 1 g of (2R*,5S*)-3-{3-{2-[2-(3-hydroxyphenyl)-5-(3-methoxy-phenyl)-1-pyrrolidinyl]-2-oxoethyl}ureido}benzoic acid, melting at 172° C., is ob... Reactants: Ce(NH4)2 (NO3)6, CO (methanol), CC1(C(C(C(C2=CC(=C(C=C12)C)C)(C)C)C)C)C (1,1,2,3,4,4,6,7-octamethyl-1,2,3,4-tetrahydronaphthalene), CO (methanol). Reaction conditions: temperature 50 celsius. The product is C(=O)C=1C=C2C(C(C(C(C2=CC1C)(C)C)C)C)(C)C (6-formyl-1,1,2,3,4,4,7-heptamethyl-1,2,3,4-tetrahydronaphthalene). Reaction SMILES: [CH3:1][C:2]1([CH3:18])[C:11]2[C:6](=[CH:7][C:8]([CH3:13])=[C:9]([CH3:12])[CH:10]=2)[C:5]([CH3:15])([CH3:14])[CH:4]([CH3:16])[CH:3]1[CH3:17].C[OH:20]>>[CH:12]([C:9]1[CH:10]=[C:11]2[C:6](=[CH:7][C:8]=1[CH3:13])[C:5]([CH3:15])([CH3:14])[CH:4]([CH3:16])[CH:3]([CH3:17])[C:2]2([CH3:18])[CH3:1])=[O:20]. Reported procedure: To prepare the corresponding 6-carboxaldehyde, 16 portions of Ce(NH4)2 (NO3)6 (16×16.0 g=256.0 g) in methanol (16×100 ml) is added to a solution of 1,1,2,3,4,4,6,7-octamethyl-1,2,3,4-tetrahydronaphthalene (16.0 g) in methanol (700 ml), over 8 hrs, while maintaining the temperature at 50° C. After about 1/2 of the methanol is evaporated, the resulting product is extracted with petroleum ether 30° C.-50° C./saturated NaCl. After crystallizing in ethanol, treating the mother liquors and recrystalli... Reactants: C(C1=CC=CC=C1)(=O)C1=C(C=CC(=C1)Cl)NC=C(C(=O)OCC)C(=O)OCC (diethyl (2-benzoyl-4-chlorophenyl)aminomethylenemalonate), [Cl-].[Li+] (lithium chloride), CS(=O)C (dimethyl sulfoxide). The solvent is O (water). Yields the product ClC=1C=C2C(=C(C=NC2=CC1)C(=O)OCC)C1=CC=CC=C1 (ethyl 6-chloro-4-phenyl-3-quinolinecarboxylate). Yield: 70.0%. RXN SMILES: [C:1]([C:9]1[CH:14]=[C:13]([Cl:15])[CH:12]=[CH:11][C:10]=1[NH:16][CH:17]=[C:18]([C:24]([O:26][CH2:27][CH3:28])=[O:25])C(OCC)=O)(=O)[C:2]1[CH:7]=[CH:6][CH:5]=[CH:4][CH:3]=1.[Cl-].[Li+].CS(C)=O>O>[Cl:15][C:13]1[CH:14]=[C:9]2[C:10](=[CH:11][CH:12]=1)[N:16]=[CH:17][C:18]([C:24]([O:26][CH2:27][CH3:28])=[O:25])=[C:1]2[C:2]1[CH:3]=[CH:4][CH:5]=[CH:6][CH:7]=1 |f:1.2|. Reported procedure: A mixture of diethyl (2-benzoyl-4-chlorophenyl)aminomethylenemalonate (7.0 g), lithium chloride (3.7 g) and dimethyl sulfoxide (70 ml) was heated for 1.5 hrs. at 180° C. The mixture was diluted with water to give ethyl 6-chloro-4-phenyl-3-quinolinecarboxylate as crystals (3.8 g, 70.0%), which was recrystallized from ethanol as needles. m.p. 123°-124° C. Reactants: CO (MeOH), [BH4-].[Na+] (NaBH4), C(C)(C)(C)N (tert-butylamine), resultant solution, O=C1N(CC[C@@H]1NC(OCC1=CC=CC=C1)=O)[C@@H]1[C@@H](CC(CC1)=O)CCC (benzyl (S)-2-oxo-1-((1S,2R)-4-oxo-2-propylcyclohexyl)pyrrolidin-3-ylcarbamate). The reagents and catalysts are CC(C)O[Ti](OC(C)C)(OC(C)C)OC(C)C (Ti(OiPr)4). The solvent is C(Cl)Cl (methylene chloride), [OH-].[Na+] (NaOH). Reaction conditions: temperature 0 celsius, time 90 minute. Yields the product C(C)(C)(C)NC1C[C@H]([C@H](CC1)N1C([C@H](CC1)NC(OCC1=CC=CC=C1)=O)=O)CCC (benzyl (S)-1-((1S,2R,4R/S)-4-(tert-butylamino)-2-propylcyclohexyl)-2-oxopyrrolidin-3-ylcarbamate). RXN SMILES: [O:1]=[C:2]1[C@@H:6]([NH:7][C:8](=[O:17])[O:9][CH2:10][C:11]2[CH:16]=[CH:15][CH:14]=[CH:13][CH:12]=2)[CH2:5][CH2:4][N:3]1[C@H:18]1[CH2:23][CH2:22][C:21](=O)[CH2:20][C@H:19]1[CH2:25][CH2:26][CH3:27].[C:28]([NH2:32])([CH3:31])([CH3:30])[CH3:29].CO.[BH4-].[Na+]>C(Cl)Cl.[OH-].[Na+].CC(O[Ti](OC(C)C)(OC(C)C)OC(C)C)C>[C:28]([NH:32][CH:21]1[CH2:22][CH2:23][C@H:18]([N:3]2[CH2:4][CH2:5][C@H:6]([NH:7][C:8](=[O:17])[O:9][CH2:10][C:11]3[CH:16]=[CH:15][CH:14]=[CH:13][CH:12]=3)[C:2]2=[O:1])[C@H:19]([CH2:25][CH2:26][CH3:27])[CH2:20]1)([CH3:31])([CH3:30])[CH3:29] |f:3.4,6.7|. Procedure: A sample of benzyl (S)-2-oxo-1-((1S,2R)-4-oxo-2-propylcyclohexyl)pyrrolidin-3-ylcarbamate (114 mg) was dissolved in Ti(OiPr)4 (1.5 mL, 5.0 mmol) and tert-butylamine (0.14 mL, 1.8 mmol). The resultant solution was stirred at RT for 3 h before being cooled to 0° C. and charged successively with MeOH (2 mL) and NaBH4 (22.8 mg, 0.6 mmol). The mixture was stirred for 90 min while the solution slowly warmed to RT. The solution was diluted with methylene chloride (10 mL) and 0.5 N NaOH was added. The r... Starting materials: Solution A, [N-]=[N+]=[N-].[Na+] (sodium azide), Solution B, C(#C)C1=C(C=CC=C1)F (1-ethynyl-2-fluorobenzene), IC (iodomethane), solution A. Reagents/catalysts: [Cu]I (copper(I) iodide). Run in O (water), C(C)#N (acetonitrile). Product: FC1=C(C=CC=C1)C=1N=NN(C1)C (4-(2-Fluorophenyl)-1-methyl-1H-1,2,3-triazole). Isolated yield 24.2%. As a reaction SMILES: [C:1]([C:3]1[CH:8]=[CH:7][CH:6]=[CH:5][C:4]=1[F:9])#[CH:2].I[CH3:11].[N-:12]=[N+:13]=[N-:14].[Na+]>C(#N)C.O.[Cu]I>[F:9][C:4]1[CH:5]=[CH:6][CH:7]=[CH:8][C:3]=1[C:1]1[N:12]=[N:13][N:14]([CH3:11])[CH:2]=1 |f:2.3|. Procedure details: Solution A was composed of 1-ethynyl-2-fluorobenzene (4.2 g, 35 mmol) and iodomethane (5.96 g, 42 mmol) in acetonitrile (94 mL) and Solution B was composed of sodium azide (2.73 g, 42 mmol) and copper(I) iodide (1.33 g, 6.99 mmol) in water (100 mL). The reaction was ran in Uniqsis FlowSyn apparatus at 150° C. at 100 psi with flow rate of 1.0 mL/min and residence time of 1.5 min for each solution A and B. The reaction flow eluent was collected in an aqueous ammonium hydroxide solution (25%) and t... Starting materials: ClCC(CO)O[C@@H]1CC[C@H](CC1)C1=NN=C2CN(CC3=C(N12)C=CC(=C3)Cl)C ((RS)-trans-3-chloro-2-[4-(8-chloro-5-methyl-5,6-dihydro-4H-2,3,5,10b-tetraaza-benzo[e]azulen-1-yl)-cyclohexyloxy]-propan-1-ol), CC(C)([O-])C.[K+] (potassium tert-butoxide). The solvent is C1(=CC=CC=C1)C (toluene). Yields the product ClC1=CC2=C(N3C(=NN=C3CN(C2)C)[C@@H]2CC[C@H](CC2)OC2COC2)C=C1 (trans-8-Chloro-5-methyl-1-[4-(oxetan-3-yloxy)-cyclohexyl]-5,6-dihydro-4H-2,3,5,10b-tetraaza-benzo[e]azulene). Yield: 233.8%. RXN SMILES: Cl[CH2:2][CH:3]([O:6][C@H:7]1[CH2:12][CH2:11][C@H:10]([C:13]2[N:22]3[C:16]([CH2:17][N:18]([CH3:28])[CH2:19][C:20]4[CH:26]=[C:25]([Cl:27])[CH:24]=[CH:23][C:21]=43)=[N:15][N:14]=2)[CH2:9][CH2:8]1)[CH2:4][OH:5].CC(C)([O-])C.[K+]>C1(C)C=CC=CC=1>[Cl:27][C:25]1[CH:24]=[CH:23][C:21]2[N:22]3[C:16]([CH2:17][N:18]([CH3:28])[CH2:19][C:20]=2[CH:26]=1)=[N:15][N:14]=[C:13]3[C@H:10]1[CH2:9][CH2:8][C@H:7]([O:6][CH:3]2[CH2:4][O:5][CH2:2]2)[CH2:12][CH2:11]1 |f:1.2|. Procedure details: To a solution of (RS)-trans-3-chloro-2-[4-(8-chloro-5-methyl-5,6-dihydro-4H-2,3,5,10b-tetraaza-benzo[e]azulen-1-yl)-cyclohexyloxy]-propan-1-ol (0.045 g, 0.11 mmol) in toluene (2 ml) was added potassium tert-butoxide (0.013 g, 0.12 mmol). The reaction mixture was heated at reflux for 2 h. After cooling to room temperature the mixture was partitioned between ethyl acetate and water. The layers were separated. The aqueous layer was extracted with two portions of ethyl acetate. The combined organic ...